From a dataset of the Open Reaction Database (ORD), a public repository of structured organic reaction records. describe an organic reaction: reactants, conditions, products, and yield Starting materials: CN(C)C=O, O=S(=O)(O)O, O=C(O)c1cccnc1S, Cc1ccc(S(=O)(=O)CCO)cc1. Yields the product Cc1ccc(S(=O)(=O)CCSc2ncccc2C(=O)O)cc1. As a reaction SMILES: [O:29]=[CH:30][N:31]([CH3:32])[CH3:33].[S:24](=[O:25])(=[O:26])([OH:27])[OH:28].[SH:1][c:2]1[c:3]([C:4](=[O:5])[OH:6])[cH:7][cH:8][cH:9][n:10]1.[c:11]1([CH3:23])[cH:12][cH:13][c:14]([S:17](=[O:18])(=[O:19])[CH2:20][CH2:21][OH:22])[cH:15][cH:16]1>>[S:1]([c:2]1[c:3]([C:4](=[O:5])[OH:6])[cH:7][cH:8][cH:9][n:10]1)[CH2:21][CH2:20][S:17]([c:14]1[cH:13][cH:12][c:11]([CH3:23])[cH:16][cH:15]1)(=[O:18])=[O:19]. Reactants: CS(=O)(=O)C1=CC=C(C=C1)NC1=NN(C=C1C(=O)N)C1=CC=CC=C1 (3-{[4-(methylsulfonyl)phenyl]amino}-1-phenyl-1H-pyrazole-4-carboxamide), OC1[C@H](O)[C@@H](O)[C@H](O[C@H]2[C@H](O)[C@@H](O)[C@@H](O)[C@H](O2)CO)[C@H](O1)CO (lactose). Yields the product OC(C)C1=CC=C(C=C1)N1N=C(C(=C1)C(=O)N)NC1=CC=C(C=C1)S(=O)(=O)C (1-[4-(1-hydroxyethyl)phenyl]-3-{[4-(methylsulfonyl)phenyl]amino}-1H-pyrazole-4-carboxamide). RXN SMILES: [CH3:1][S:2]([C:5]1[CH:10]=[CH:9][C:8]([NH:11][C:12]2[C:16]([C:17]([NH2:19])=[O:18])=[CH:15][N:14]([C:20]3[CH:25]=[CH:24][CH:23]=[CH:22][CH:21]=3)[N:13]=2)=[CH:7][CH:6]=1)(=[O:4])=[O:3].[OH:26][CH:27]1O[C@H](CO)[C@@H](O[C@@H]2O[C@H](CO)[C@H](O)[C@H](O)[C@H]2O)[C@H](O)[C@H:28]1O>>[OH:26][CH:27]([C:23]1[CH:24]=[CH:25][C:20]([N:14]2[CH:15]=[C:16]([C:17]([NH2:19])=[O:18])[C:12]([NH:11][C:8]3[CH:7]=[CH:6][C:5]([S:2]([CH3:1])(=[O:3])=[O:4])=[CH:10][CH:9]=3)=[N:13]2)=[CH:21][CH:22]=1)[CH3:28]. Procedure: As a specific embodiment of this invention, 100 mg of 3-{[4-(methylsulfonyl)phenyl]amino}-1-phenyl-1H-pyrazole-4-carboxamide is formulated with sufficient finely divided lactose to provide a total amount of 580 to 590 mg to fill a size 0, hard-gelatin capsule. Starting materials: C(C)(C)(C)OC(=O)N(C(C1=C(C=CC(=C1)N1C(CCC1)=O)C(=O)N1CCN(CC1)C1=NC=C(C=C1C)C)=O)C(=O)OC(C)(C)C (N,N-di-tert-butyloxycarbonyl-2-[4-(3,5-dimethylpyridin-2-yl)piperazine-1-carbonyl]-5-(2-oxopyrrolidin-1-yl)benzamide), N1CCCCC1 (piperidine). Product: CC=1C(=NC=C(C1)C)N1CCN(CC1)C(=O)C1=C(C=C(C=C1)N1C(CCC1)=O)C(=O)N1CCCCC1 (1-[4-[4-(3,5-dimethylpyridin-2-yl)piperazine-1-carbonyl]-3-(piperidine-1-carbonyl)phenyl]pyrrolidin-2-one). Reaction SMILES: C(O[C:6]([N:8]([C:39](OC(C)(C)C)=O)[C:9](=[O:38])[C:10]1[CH:15]=[C:14]([N:16]2[CH2:20][CH2:19][CH2:18][C:17]2=[O:21])[CH:13]=[CH:12][C:11]=1[C:22]([N:24]1[CH2:29][CH2:28][N:27]([C:30]2[C:35]([CH3:36])=[CH:34][C:33]([CH3:37])=[CH:32][N:31]=2)[CH2:26][CH2:25]1)=[O:23])=O)(C)(C)C.N1CC[CH2:49][CH2:48][CH2:47]1>>[CH3:36][C:35]1[C:30]([N:27]2[CH2:26][CH2:25][N:24]([C:22]([C:11]3[CH:12]=[CH:13][C:14]([N:16]4[CH2:20][CH2:19][CH2:18][C:17]4=[O:21])=[CH:15][C:10]=3[C:9]([N:8]3[CH2:39][CH2:49][CH2:48][CH2:47][CH2:6]3)=[O:38])=[O:23])[CH2:29][CH2:28]2)=[N:31][CH:32]=[C:33]([CH3:37])[CH:34]=1. Procedure: Using N,N-di-tert-butyloxycarbonyl-2-[4-(3,5-dimethylpyridin-2-yl)piperazine-1-carbonyl]-5-(2-oxopyrrolidin-1-yl)benzamide (137 mg) described in Example 769 and piperidine (26 μL) and by the reaction and treatment in the same manner as in Example 770, the title compound (54 mg) was obtained. Starting materials: N(=NC(=O)OCC)C(=O)OCC (diethyl azodicarboxylate), FC1=C2C=C(NC2=CC=C1OC1=CN=NC2=CC(=C(C=C12)OC)O)C (4-(4-fluoro-2-methylindol-5-yloxy)-7-hydroxy-6-methoxycinnoline), C1(=CC=CC=C1)P(C1=CC=CC=C1)C1=CC=CC=C1 (triphenylphosphine), CS(=O)(=O)N1CCN(CC1)CCCO (3-(4-methylsulfonylpiperazin-1-yl)propan-1-ol). Solvent: CN(C)C=O (DMF), C(Cl)Cl (Methylene chloride). Reaction conditions: time 2 hour. Yields the product FC1=C2C=C(NC2=CC=C1OC1=CN=NC2=CC(=C(C=C12)OC)OCCCN1CCN(CC1)S(=O)(=O)C)C (4-(4-fluoro-2-methylindol-5-yl)oxy-6-methoxy-7-(3-(4-methylsulfonylpiperazin-1-yl)propoxy)cinnoline). Yield: 27.6%. Reaction SMILES: N(C(OCC)=O)=NC(OCC)=O.[F:13][C:14]1[C:22]([O:23][C:24]2[C:33]3[C:28](=[CH:29][C:30]([OH:36])=[C:31]([O:34][CH3:35])[CH:32]=3)[N:27]=[N:26][CH:25]=2)=[CH:21][CH:20]=[C:19]2[C:15]=1[CH:16]=[C:17]([CH3:37])[NH:18]2.C1(P(C2C=CC=CC=2)C2C=CC=CC=2)C=CC=CC=1.[CH3:57][S:58]([N:61]1[CH2:66][CH2:65][N:64]([CH2:67][CH2:68][CH2:69]O)[CH2:63][CH2:62]1)(=[O:60])=[O:59]>CN(C=O)C.C(Cl)Cl>[F:13][C:14]1[C:22]([O:23][C:24]2[C:33]3[C:28](=[CH:29][C:30]([O:36][CH2:69][CH2:68][CH2:67][N:64]4[CH2:65][CH2:66][N:61]([S:58]([CH3:57])(=[O:60])=[O:59])[CH2:62][CH2:63]4)=[C:31]([O:34][CH3:35])[CH:32]=3)[N:27]=[N:26][CH:25]=2)=[CH:21][CH:20]=[C:19]2[C:15]=1[CH:16]=[C:17]([CH3:37])[NH:18]2. Procedure: Under nitrogen, diethyl azodicarboxylate (0.19 ml, 1.2 mmol) was added dropwise to a suspension of 4-(4-fluoro-2-methylindol-5-yloxy)-7-hydroxy-6-methoxycinnoline (0.2 g, 0.6 mmol), (prepared as described in Example 4), triphenylphosphine (0.31 g, 1.2 mmol) and 3-(4-methylsulfonylpiperazin-1-yl)propan-1-ol (0.2 g, 0.9 mmol) in DMF (4 ml). The mixture was stirred for 2 hours at ambient temperature. Methylene chloride was added and the mixture was poured onto silica and eluted with ethyl acetate/m... The reactants are Cc1noc(C)c1-c1nc(CCl)no1, N#Cc1ccc2[nH]c(C(F)(F)F)cc2c1Cl. The product is Cc1noc(C)c1-c1nc(Cn2c(C(F)(F)F)cc3c(Cl)c(C#N)ccc32)no1. Reaction SMILES: [Cl:17][CH2:18][c:19]1[n:20][o:21][c:22](-[c:24]2[c:25]([CH3:30])[n:26][o:27][c:28]2[CH3:29])[n:23]1.[Cl:1][c:2]1[c:3]2[cH:4][c:5]([C:13]([F:14])([F:15])[F:16])[nH:6][c:7]2[cH:8][cH:9][c:10]1[C:11]#[N:12]>>[Cl:1][c:2]1[c:3]2[cH:4][c:5]([C:13]([F:14])([F:15])[F:16])[n:6]([CH2:18][c:19]3[n:20][o:21][c:22](-[c:24]4[c:25]([CH3:30])[n:26][o:27][c:28]4[CH3:29])[n:23]3)[c:7]2[cH:8][cH:9][c:10]1[C:11]#[N:12]. Starting materials: three, [Si](C1=CC=CC=C1)(C1=CC=CC=C1)(C(C)(C)C)OC[C@@H](COC1OCCCC1)NC(OC(C)(C)C)=O (tert-Butyl ((2R)-1-((tert-butyldiphenylsilyl)oxy)-3-((tetrahydro-2H-pyran-2-yl)oxy)propan-2-yl)carbamate), C(=O)(C(F)(F)F)O (TFA). Solvent: C(Cl)Cl (CH2Cl2). Conditions: temperature 0 celsius, time 30 minute. The product is N[C@H](CO)CO[Si](C1=CC=CC=C1)(C1=CC=CC=C1)C(C)(C)C ((R)-2-Amino-3-((tert-butyldiphenylsilyl)oxy)propan-1-ol). Reaction SMILES: [Si:1]([O:18][CH2:19][C@H:20]([NH:29]C(=O)OC(C)(C)C)[CH2:21][O:22]C1CCCCO1)([C:14]([CH3:17])([CH3:16])[CH3:15])([C:8]1[CH:13]=[CH:12][CH:11]=[CH:10][CH:9]=1)[C:2]1[CH:7]=[CH:6][CH:5]=[CH:4][CH:3]=1.C(O)(C(F)(F)F)=O>C(Cl)Cl>[NH2:29][C@@H:20]([CH2:19][O:18][Si:1]([C:14]([CH3:17])([CH3:16])[CH3:15])([C:8]1[CH:13]=[CH:12][CH:11]=[CH:10][CH:9]=1)[C:2]1[CH:7]=[CH:6][CH:5]=[CH:4][CH:3]=1)[CH2:21][OH:22]. Procedure details: To a 2 L three neck flask fitted with a thermometer, mechanical stirrer, under argon was added 4 (46 g, 0.089 mol) and CH2Cl2 (1 L). The clear colorless solution was cooled to 0° C. with an ice/methanol bath. The TFA (132 g, 1.16 mol) was added in one portion. After stirring for 3 hr 30 min and allowing to warm to 20° C., the reaction was complete by HPLC. The reddish brown solution was concentrated under reduced pressure. Toluene (1×100 mL and 1×50 mL) was added to the residue and twice concent... Starting materials: CN(C)C=O, [H-], CCCCCCI, Cc1c(F)c(N)c2c(=O)cc(-c3ccc(NC(=O)C(C)(C)C)c(F)c3)oc2c1F, [Na+], O. The product is CCCCCCNc1c(F)c(C)c(F)c2oc(-c3ccc(NC(=O)C(C)(C)C)c(F)c3)cc(=O)c12. As a reaction SMILES: [CH3:30][N:31]([CH3:32])[CH:33]=[O:34].[H-:35].[I:37][CH2:38][CH2:39][CH2:40][CH2:41][CH2:42][CH3:43].[NH2:1][c:2]1[c:3]([F:29])[c:4]([CH3:28])[c:5]([F:27])[c:6]2[c:7]1[c:8](=[O:26])[cH:9][c:10](-[c:12]1[cH:13][c:14]([F:25])[c:15]([NH:18][C:19]([C:20]([CH3:21])([CH3:22])[CH3:23])=[O:24])[cH:16][cH:17]1)[o:11]2.[Na+:36].[OH2:44]>>[NH:1]([c:2]1[c:3]([F:29])[c:4]([CH3:28])[c:5]([F:27])[c:6]2[c:7]1[c:8](=[O:26])[cH:9][c:10](-[c:12]1[cH:13][c:14]([F:25])[c:15]([NH:18][C:19]([C:20]([CH3:21])([CH3:22])[CH3:23])=[O:24])[cH:16][cH:17]1)[o:11]2)[CH2:38][CH2:39][CH2:40][CH2:41][CH2:42][CH3:43]. The reactants are C(O)C(C(C1=CC=CC=C1)=O)(O)C1=CC=CC=C1 (α-methylol benzoin), C(C)(=O)C1=CC=CC=C1 (acetophenone), C1(=CC=C(C=C1)S(=O)(=O)O)C (p-toluenesulfonic acid). The solvent is C1=CC=CC=C1 (benzene). Run at time 8 hour. Yields the product CC1(OCC(O1)(C(C1=CC=CC=C1)=O)C1=CC=CC=C1)C1=CC=CC=C1 (2-methyl-2,4-diphenyl-4-benzoyl-1,3-dioxolane). Yield: 36.0%. Reaction SMILES: [CH2:1]([C:3]([C:13]1[CH:18]=[CH:17][CH:16]=[CH:15][CH:14]=1)([OH:12])[C:4](=[O:11])[C:5]1[CH:10]=[CH:9][CH:8]=[CH:7][CH:6]=1)[OH:2].[C:19]([C:22]1[CH:27]=[CH:26][CH:25]=[CH:24][CH:23]=1)(=O)[CH3:20].C1(C)C=CC(S(O)(=O)=O)=CC=1>C1C=CC=CC=1>[CH3:20][C:19]1([C:22]2[CH:27]=[CH:26][CH:25]=[CH:24][CH:23]=2)[O:12][C:3]([C:13]2[CH:18]=[CH:17][CH:16]=[CH:15][CH:14]=2)([C:4](=[O:11])[C:5]2[CH:10]=[CH:9][CH:8]=[CH:7][CH:6]=2)[CH2:1][O:2]1. Procedure details: A mixture of 12.1 grams (50 millimoles) of α-methylol benzoin, 6.0 grams (50 millimoles) of acetophenone, 1.0 gram of p-toluenesulfonic acid and 100 ml. of benzene was refluxed under a Dean-Stark trap for 2 hours, the mixture allowed to stand overnight at room temperature, then saturated with ammonia gas and filtered. The resulting oil was distilled at 135°-165° C at 20μ vacuum pressure to yield 10.5 grams of an only partially pure product. 7.2 grams of this product were chromatographed on silic...